From a dataset of the Open Reaction Database (ORD), a public repository of structured organic reaction records. describe an organic reaction: reactants, conditions, products, and yield Starting materials: O=C(C=Cc1ccccc1)c1cc(Br)c(F)cc1O, CCO, [Na+], [OH-], O. The product is O=C1CC(c2ccccc2)Oc2cc(F)c(Br)cc21. Reaction SMILES: [Br:1][c:2]1[c:3]([F:19])[cH:4][c:5]([OH:18])[c:6]([C:8]([CH:9]=[CH:10][c:11]2[cH:12][cH:13][cH:14][cH:15][cH:16]2)=[O:17])[cH:7]1.[CH3:23][CH2:24][OH:25].[Na+:21].[OH-:20].[OH2:22]>>[Br:1][c:2]1[c:3]([F:19])[cH:4][c:5]2[c:6]([cH:7]1)[C:8](=[O:17])[CH2:9][CH:10]([c:11]1[cH:12][cH:13][cH:14][cH:15][cH:16]1)[O:18]2. Reactants: CC(C)C[Al+]CC(C)C, C=CCN1NC(C)=C2N=C(c3ccccc3Cl)c3cc(C)c(Cl)cc3N=C21, [H-], C=CCn1nc(C)c(N)c1Cl, Cc1cc(C(=O)c2ccccc2Cl)c(N)cc1Cl. The product is CC1=C2N=C(c3ccccc3Cl)c3cc(C)c(Cl)cc3N=C2NN1. As a reaction SMILES: [CH2:58]([Al+:59][CH2:60][CH:61]([CH3:62])[CH3:63])[CH:64]([CH3:65])[CH3:66].[Cl:30][c:31]1[cH:32][c:33]2[c:34]([cH:54][c:55]1[CH3:56])[C:35]([c:47]1[c:48]([Cl:53])[cH:49][cH:50][cH:51][cH:52]1)=[N:36][C:37]1=[C:42]([CH3:43])[NH:41][N:40]([CH2:44][CH:45]=[CH2:46])[C:38]1=[N:39]2.[H-:57].[NH2:19][c:20]1[c:21]([CH3:22])[n:23][n:24]([CH2:25][CH:26]=[CH2:27])[c:28]1[Cl:29].[NH2:1][c:2]1[cH:3][c:4]([Cl:5])[c:6]([CH3:7])[cH:8][c:9]1[C:10]([c:11]1[cH:12][cH:13][cH:14][cH:15][c:16]1[Cl:17])=[O:18]>>[Cl:30][c:31]1[cH:32][c:33]2[c:34]([cH:54][c:55]1[CH3:56])[C:35]([c:47]1[c:48]([Cl:53])[cH:49][cH:50][cH:51][cH:52]1)=[N:36][C:37]1=[C:42]([CH3:43])[NH:41][NH:40][C:38]1=[N:39]2. As a reaction SMILES: [Br:1][c:2]1[cH:3][cH:4][c:5]([F:8])[cH:6][cH:7]1.[CH2:30]1[O:31][CH2:32][CH2:33][CH2:34]1.[CH2:9]([Li:10])[CH2:11][CH2:12][CH3:13].[ClH:29].[O:14]=[C:15]1[CH2:16][CH2:17][C:18]([C:21]#[N:22])([c:23]2[cH:24][cH:25][cH:26][cH:27][cH:28]2)[CH2:19][CH2:20]1.[OH2:35]>>[c:2]1([C:15]2([OH:14])[CH2:16][CH2:17][C:18]([C:21]#[N:22])([c:23]3[cH:24][cH:25][cH:26][cH:27][cH:28]3)[CH2:19][CH2:20]2)[cH:3][cH:4][c:5]([F:8])[cH:6][cH:7]1. Starting materials: Fc1ccc(Br)cc1, C1CCOC1, [Li]CCCC, Cl, N#CC1(c2ccccc2)CCC(=O)CC1, O. The product is N#CC1(c2ccccc2)CCC(O)(c2ccc(F)cc2)CC1. Procedure: To a solution of 11-oxo-10,11-dihydro-5H-dibenzo[b,e][1,4]diazepine (12.1 g, 0.058 mol, prepared as described in Synthesis, 1985, 550) in dry N,N-dimethylformamide (150 ml) kept under an atmosphere of nitrogen, sodium hydride (2.8 g, 0.069 mol. 60% dispersion in oil) was added and the reaction mixture was stirred for 1 hour. 1-Bromo-3-chloropropane (10.9 g, 0.069 mol) was slowly added and the mixture was stirred overnight. The reaction mixture was quenched with water (200 ml) and extracted with ... The product is ClCCCN1C2=C(NC3=C(C1=O)C=CC=C3)C=CC=C2 (10-(3-chloropropyl)-5,10-dihydro-dibenzo[b,e][1,4]diazepin-1 1-one). Run in CN(C=O)C (N,N-dimethylformamide). As a reaction SMILES: [O:1]=[C:2]1[NH:8][C:7]2[CH:9]=[CH:10][CH:11]=[CH:12][C:6]=2[NH:5][C:4]2[CH:13]=[CH:14][CH:15]=[CH:16][C:3]1=2.[H-].[Na+].Br[CH2:20][CH2:21][CH2:22][Cl:23]>CN(C)C=O>[Cl:23][CH2:22][CH2:21][CH2:20][N:8]1[C:2](=[O:1])[C:3]2[CH:16]=[CH:15][CH:14]=[CH:13][C:4]=2[NH:5][C:6]2[CH:12]=[CH:11][CH:10]=[CH:9][C:7]1=2 |f:1.2|. Conditions: time 1 hour. The reactants are O=C1C2=C(NC3=C(N1)C=CC=C3)C=CC=C2 (11-oxo-10,11-dihydro-5H-dibenzo[b,e][1,4]diazepine), [H-].[Na+] (sodium hydride), BrCCCCl (1-Bromo-3-chloropropane). Isolated yield 66.7%. Starting materials: C1(=CC=C(C=C1)S(=O)(=O)N1N=C(CC1)N)C (4,5-dihydro-1-(4-toluenesulphonyl)-1H-pyrazol-3-amine), COC=1C(=CC=CC1)N (o-anisidine). Run in C(C)(=O)O (acetic acid). Product: COC1=C(C=CC=C1)NC1=NN(CC1)S(=O)(=O)C1=CC=C(C=C1)C (4,5-Dihydro-N-(2-methoxyphenyl)-1-(4-toluenesulphonyl)-1H-pyrazol-3-amine). Reaction SMILES: [C:1]1([CH3:16])[CH:6]=[CH:5][C:4]([S:7]([N:10]2[CH2:14][CH2:13][C:12]([NH2:15])=[N:11]2)(=[O:9])=[O:8])=[CH:3][CH:2]=1.[CH3:17][O:18][C:19]1[C:20](N)=[CH:21][CH:22]=[CH:23][CH:24]=1>C(O)(=O)C>[CH3:17][O:18][C:19]1[CH:20]=[CH:21][CH:22]=[CH:23][C:24]=1[NH:15][C:12]1[CH2:13][CH2:14][N:10]([S:7]([C:4]2[CH:3]=[CH:2][C:1]([CH3:16])=[CH:6][CH:5]=2)(=[O:9])=[O:8])[N:11]=1. Procedure details: A mixture of 4,5-dihydro-1-(4-toluenesulphonyl)-1H-pyrazol-3-amine (8.08 g) (Organic Synthesis 48,8, (1968)), o-anisidine (8.0 g) and glacial acetic acid (80 ml) was heated on a steam bath for 4 hours. The reaction mixture was cooled, filtered and washed with ether to give the sub-title product, 7.6 g, mp 176°-9°. Starting materials: NC1=NC=C(C(=C1N)N[C@H]1[C@H]([C@@H]2C=C[C@H]1C2)C(=O)N)Cl ((1S,2S,3R,4R)-3-(2,3-Diamino-5-chloro-pyridin-4-ylamino)-bicyclo[2.2.1]hept-5-ene-2-carboxylic acid amide), FC=1C=C(C=CC1)C=O (3-FC6H4CHO), C(C)(=O)[O-].[NH4+] (Ammonium acetate). Yields the product ClC=1C(=C2C(=NC1)NC(=N2)C2=CC(=CC=C2)F)NC2C(C1C=CC2C1)C(=O)N (3-[6-Chloro-2-(3-fluoro-phenyl)-3H-imidazo[4,5-b]pyridin-7-ylamino]-bicyclo[2.2.1]hept-5-ene-2-carboxylic acid amide). Yield: 56.0%. As a reaction SMILES: [NH2:1][C:2]1[C:7]([NH2:8])=[C:6]([NH:9][C@@H:10]2[C@@H:15]3[CH2:16][C@@H:12]([CH:13]=[CH:14]3)[C@@H:11]2[C:17]([NH2:19])=[O:18])[C:5]([Cl:20])=[CH:4][N:3]=1.[F:21][C:22]1[CH:23]=[C:24]([CH:28]=O)[CH:25]=[CH:26][CH:27]=1.C([O-])(=O)C.[NH4+]>>[Cl:20][C:5]1[C:6]([NH:9][CH:10]2[CH:15]3[CH2:16][CH:12]([CH:13]=[CH:14]3)[CH:11]2[C:17]([NH2:19])=[O:18])=[C:7]2[N:8]=[C:28]([C:24]3[CH:25]=[CH:26][CH:27]=[C:22]([F:21])[CH:23]=3)[NH:1][C:2]2=[N:3][CH:4]=1 |f:2.3|. Procedure: In a similar fashion compound to CXXV, (1S,2S,3R,4R)-3-(2,3-Diamino-5-chloro-pyridin-4-ylamino)-bicyclo[2.2.1]hept-5-ene-2-carboxylic acid amide (50.00 mg, 0.1702 mmol), 3-FC6H4CHO (23.2 mg, 0.187 mmol) and Ammonium acetate (26.2 mg, 0.340 mmol) were reacted to yield 37.94 mg (56%) of the title compound. (300 MHz, DMSO-d6) 13.40 (s, 1H), 7.99 (m, 2H), 7.91 (s, 1H), 7.78 (s, 1H), 7.60 (s, 1H), 7.29 (m, 3H), 6.39 (s, 2H), 5.15 (m, 1H), 2.90 (s, 1H), 2.80 (s, 1H), 2.62 (s, 1H), 2.26 (s, 1H), 1.38 (...